Dataset: the Open Reaction Database (ORD), a public repository of structured organic reaction records. Task: describe an organic reaction: reactants, conditions, products, and yield Reactants: CC(=O)OC(C)(C)C, COC(=O)c1cccc(-c2cocn2)c1, [Li]. Yields the product CC(C)(C)OC(=O)CC(=O)c1cccc(-c2cocn2)c1. RXN SMILES: [C:16]([CH3:17])(=[O:18])[O:19][C:20]([CH3:21])([CH3:22])[CH3:23].[CH3:1][O:2][C:3]([c:4]1[cH:5][c:6](-[c:10]2[n:11][cH:12][o:13][cH:14]2)[cH:7][cH:8][cH:9]1)=[O:15].[Li:24]>>[C:3]([c:4]1[cH:5][c:6](-[c:10]2[n:11][cH:12][o:13][cH:14]2)[cH:7][cH:8][cH:9]1)(=[O:15])[CH2:17][C:16](=[O:18])[O:19][C:20]([CH3:21])([CH3:22])[CH3:23]. Starting materials: COC(C(=CC1=CC(=CC=C1)OCC1=CC=CC=C1)OC)=O (3-(3-benzyloxy-phenyl)-2-methoxy-acrylic acid methyl ester), Mg. The solvent is CO (methanol). Run at temperature 0 celsius. The product is COC(C(CC1=CC(=CC=C1)OCC1=CC=CC=C1)OC)=O (3-(3-benzyloxy-phenyl)-2-methoxy-propionic acid methyl ester). RXN SMILES: [CH3:1][O:2][C:3](=[O:22])[C:4]([O:20][CH3:21])=[CH:5][C:6]1[CH:11]=[CH:10][CH:9]=[C:8]([O:12][CH2:13][C:14]2[CH:19]=[CH:18][CH:17]=[CH:16][CH:15]=2)[CH:7]=1>CO>[CH3:1][O:2][C:3](=[O:22])[CH:4]([O:20][CH3:21])[CH2:5][C:6]1[CH:11]=[CH:10][CH:9]=[C:8]([O:12][CH2:13][C:14]2[CH:19]=[CH:18][CH:17]=[CH:16][CH:15]=2)[CH:7]=1. Procedure details: A solution of 3-(3-benzyloxy-phenyl)-2-methoxy-acrylic acid methyl ester (Example 291, Step 2) (3.96 g) in methanol (10 mL) was placed in a round bottom flask equipped with a reflux condenser. The mixture was cooled to 0° C. and Mg turnings (6.45 g) were added. The mixture was initially stirred vigorously and then further stirred at room temperature for about an hour. The solvent was evaporated under vacuum, and 100 mL of diethyl ether were added to the resulting solid. HCl (3N, 100 mL) was adde... Reactants: BrCCCCc1ccccc1, CCC(C)=O, ClCCl, [K+], [K+], O=C([O-])[O-], Oc1ccc2[nH]ccc2c1. Product: c1ccc(CCCCOc2ccc3[nH]ccc3c2)cc1. As a reaction SMILES: [Br:17][CH2:18][CH2:19][CH2:20][CH2:21][c:22]1[cH:23][cH:24][cH:25][cH:26][cH:27]1.[CH3:28][C:29](=[O:30])[CH2:31][CH3:32].[Cl:33][CH2:34][Cl:35].[K+:11].[K+:12].[O-:13][C:14]([O-:15])=[O:16].[OH:1][c:2]1[cH:3][c:4]2[cH:5][cH:6][nH:7][c:8]2[cH:9][cH:10]1>>[O:1]([c:2]1[cH:3][c:4]2[cH:5][cH:6][nH:7][c:8]2[cH:9][cH:10]1)[CH2:18][CH2:19][CH2:20][CH2:21][c:22]1[cH:23][cH:24][cH:25][cH:26][cH:27]1.